describe an organic reaction: reactants, conditions, products, and yield From a dataset of the Open Reaction Database (ORD), a public repository of structured organic reaction records. Reactants: C(C)(C)(C)C1=C(C=CC(=C1)C(C)(C)C)O (2,4-di-tert-butylphenol), C(C1=CC=CC=C1)=O (benzaldehyde), aqueous solution, CNC (dimethylamine). Conditions: temperature 140 celsius. Yields the product C(C)(C)(C)C1=C(C(=CC(=C1)C(C)(C)C)C(C1=CC=CC=C1)N(C)C)O (2,4-di-tert-butyl-6-(dimethylamino-phenyl-methyl)-phenol). Yield: 77.0%. As a reaction SMILES: [C:1]([C:5]1[CH:10]=[C:9]([C:11]([CH3:14])([CH3:13])[CH3:12])[CH:8]=[CH:7][C:6]=1[OH:15])([CH3:4])([CH3:3])[CH3:2].[CH:16](=O)[C:17]1[CH:22]=[CH:21][CH:20]=[CH:19][CH:18]=1.[CH3:24][NH:25][CH3:26]>>[C:1]([C:5]1[CH:10]=[C:9]([C:11]([CH3:14])([CH3:13])[CH3:12])[CH:8]=[C:7]([CH:16]([N:25]([CH3:26])[CH3:24])[C:17]2[CH:22]=[CH:21][CH:20]=[CH:19][CH:18]=2)[C:6]=1[OH:15])([CH3:4])([CH3:3])[CH3:2]. Procedure: A mixture of 51.5 g (0.25 mol) of 2,4-di-tert-butylphenol, 26.5 g (0.25 mol) of benzaldehyde and 42.3 g (0.375 mol) of a 40% aqueous solution of dimethylamine is heated in a closed vessel at 140° C. for 10 hours, the internal pressure rising to 5 bar. After cooling to room temperature, the reaction mixture solidifies. Crystallisation of the residue from isopropanol yields 65.2 g (77%) of 2,4-di-tert-butyl-6-(dimethylamino-phenyl-methyl)-phenol, m.p. 120-123° C. (compound (202), Table 2). Molecul... Reactants: FC(F)c1ccc(Br)cn1, O=C(O)c1ccc(B(O)O)cc1. Yields the product O=C(O)c1ccc(-c2ccc(C(F)F)nc2)cc1. As a reaction SMILES: [Br:13][c:14]1[cH:15][cH:16][c:17]([CH:20]([F:21])[F:22])[n:18][cH:19]1.[C:1](=[O:2])([OH:3])[c:4]1[cH:5][cH:6][c:7]([B:10]([OH:11])[OH:12])[cH:8][cH:9]1>>[C:1](=[O:2])([OH:3])[c:4]1[cH:5][cH:6][c:7](-[c:14]2[cH:15][cH:16][c:17]([CH:20]([F:21])[F:22])[n:18][cH:19]2)[cH:8][cH:9]1. Starting materials: [F-].C(CCC)[N+](CCCC)(CCCC)CCCC (tetrabutylammonium fluoride), [Si](C)(C)(C(C)(C)C)OC1CN2C3=C(C(=C2CC1)C=1C=NC2=CC=CC=C2C1)C(=NC=N3)N (8-(tert-butyldimethylsilyloxy)-5-(quinolin-3-yl)-6,7,8,9-tetrahydropyrimido[5,4-b]indolizin-4-amine). Solvent: C1CCOC1 (THF), C1CCOC1 (THF). Conditions: time 1 hour. Product: NC1=NC=NC2=C1C(=C1CCC(CN21)O)C=2C=NC1=CC=CC=C1C2 (4-amino-5-(quinolin-3-yl)-6,7,8,9-tetrahydropyrimido[5,4-b]indolizin-8-ol). Yield: 100.3%. As a reaction SMILES: [F-].C([N+](CCCC)(CCCC)CCCC)CCC.[Si]([O:26][CH:27]1[CH2:35][CH2:34][C:33]2[N:29]([C:30]3[N:49]=[CH:48][N:47]=[C:46]([NH2:50])[C:31]=3[C:32]=2[C:36]2[CH:37]=[N:38][C:39]3[C:44]([CH:45]=2)=[CH:43][CH:42]=[CH:41][CH:40]=3)[CH2:28]1)(C(C)(C)C)(C)C>C1COCC1>[NH2:50][C:46]1[C:31]2[C:32]([C:36]3[CH:37]=[N:38][C:39]4[C:44]([CH:45]=3)=[CH:43][CH:42]=[CH:41][CH:40]=4)=[C:33]3[N:29]([C:30]=2[N:49]=[CH:48][N:47]=1)[CH2:28][CH:27]([OH:26])[CH2:35][CH2:34]3 |f:0.1|. Procedure details: A solution of 1 M tetrabutylammonium fluoride in THF (2.09 ml) was added to a solution of 8-(tert-butyldimethylsilyloxy)-5-(quinolin-3-yl)-6,7,8,9-tetrahydropyrimido[5,4-b]indolizin-4-amine (778 mg) obtained in Step 7 in THF (20 ml) at room temperature. The mixture was stirred at the same temperature for 1 hour, and the solvent was distilled off under reduced pressure. The resulting residue was treated with a saturated aqueous ammonium chloride solution, followed by extraction with ethyl acetate... Starting materials: C(C)(=O)O (acetic acid), [OH-].[Na+] (sodium hydroxide), [OH-].[K+] (potassium hydroxide), C(C)OC(=O)C1(CCN(CC1)CC1=CC=C(C=C1)C1=NOC(=N1)C1=CC(=C(C=C1)C1CCCCC1)Cl)C (4-methyl-1-{4-[5-(3-chloro-4-cyclohexylphenyl)-[1,2,4]-oxadiazol-3-yl]benzyl}piperidine-4-carboxylic acid ethyl ester). Solvent: O (water), O (water), O1CCCC1 (tetrahydrofuran), C(C)O (ethanol). Run at temperature 80 celsius. Product: ClC=1C=C(C=CC1C1CCCCC1)C1=NC(=NO1)C1=CC=C(CN2CCC(CC2)(C(=O)O)C)C=C1 (1-{4-[5-(3-chloro-4-cyclohexylphenyl)-[1,2,4]-oxadiazol-3-yl]benzyl}4-methyl piperidine-4-carboxylic acid). Reaction SMILES: [OH-].[Na+].[OH-].[K+].C([O:7][C:8]([C:10]1([CH3:41])[CH2:15][CH2:14][N:13]([CH2:16][C:17]2[CH:22]=[CH:21][C:20]([C:23]3[N:27]=[C:26]([C:28]4[CH:33]=[CH:32][C:31]([CH:34]5[CH2:39][CH2:38][CH2:37][CH2:36][CH2:35]5)=[C:30]([Cl:40])[CH:29]=4)[O:25][N:24]=3)=[CH:19][CH:18]=2)[CH2:12][CH2:11]1)=[O:9])C.C(O)(=O)C>O.O1CCCC1.C(O)C>[Cl:40][C:30]1[CH:29]=[C:28]([C:26]2[O:25][N:24]=[C:23]([C:20]3[CH:19]=[CH:18][C:17]([CH2:16][N:13]4[CH2:12][CH2:11][C:10]([CH3:41])([C:8]([OH:9])=[O:7])[CH2:15][CH2:14]4)=[CH:22][CH:21]=3)[N:27]=2)[CH:33]=[CH:32][C:31]=1[CH:34]1[CH2:39][CH2:38][CH2:37][CH2:36][CH2:35]1 |f:0.1,2.3|. Reported procedure: A solution of sodium hydroxide (0.1 g, 0.0023 mol) and potassium hydroxide (85% assay, 0.13 g, 0.0020 mol) in demineralized water (2 mL) is added to a solution of 4-methyl-1-{4-[5-(3-chloro-4-cyclohexylphenyl)-[1,2,4]-oxadiazol-3-yl]benzyl}piperidine-4-carboxylic acid ethyl ester (0.3 g, 0.00057 mol) in tetrahydrofuran and ethanol (14 mL, 1:1). The reaction mixture is heated under reflux (80° C.) for 2 hrs. It is then concentrated under reduced pressure to give a crude residue which is dissolved... Starting materials: P(=O)([O-])([O-])[O-].[NH4+].[NH4+].[NH4+] (ammonium phosphate), [Cl-].[Mg+2].[Cl-] (magnesium chloride), Cl[Ti](Cl)(Cl)Cl (TiCl4), Cl[Ti](Cl)(Cl)Cl (TiCl4), [N+](=O)([O-])[O-].[Al+3].[N+](=O)([O-])[O-].[N+](=O)([O-])[O-] (aluminum nitrate), [OH-].[NH4+] (ammonium hydroxide). The solvent is CCCCCCC (n-heptane). Product: P(=O)([O-])([O-])[O-].[Mg+2].[Al+3] (aluminum-magnesium phosphate), Cl[Ti](Cl)(Cl)Cl (TiCl4). RXN SMILES: [Cl:1][Ti:2]([Cl:5])([Cl:4])[Cl:3].[N+]([O-])([O-])=O.[Al+3:10].[N+]([O-])([O-])=O.[N+]([O-])([O-])=O.[Cl-].[Mg+2:20].[Cl-].[P:22]([O-:26])([O-:25])([O-:24])=[O:23].[NH4+].[NH4+].[NH4+].[OH-].[NH4+]>CCCCCCC>[P:22]([O-:26])([O-:25])([O-:24])=[O:23].[Mg+2:20].[Al+3:10].[Cl:1][Ti:2]([Cl:5])([Cl:4])[Cl:3] |f:1.2.3.4,5.6.7,8.9.10.11,12.13,15.16.17|. Procedure details: A series of catalysts comprising TiCl4 and a particulate cogelled xerogel of aluminum-magnesium phosphate was prepared at a pH of about 6-10 by combining aqueous solutions of aluminum nitrate, magnesium chloride, monobasic ammonium phosphate and ammonium hydroxide. Generally, each catalyst was made by slurrying the gel in n-heptane, adding sufficient TiCl4 to obtain the desired weight ratio of TiCl4 to gel, i.e., a weight ratio within the range of from about 0.4:1 to about 1.4:1, refluxing the m...